This data is from the Open Reaction Database (ORD), a public repository of structured organic reaction records. The task is: describe an organic reaction: reactants, conditions, products, and yield Reactants: CC(C)c1nc(-c2cccc(NS(=O)(=O)c3c(F)cccc3F)c2)c(-c2ccnc(Cl)n2)s1, CC(C)(C)c1nc(-c2c(F)ccc(N)c2F)c(-c2ccnc(Cl)n2)s1, O=S(=O)(Cl)c1cccc(F)c1. The product is CC(C)(C)c1nc(-c2c(F)ccc(NS(=O)(=O)c3cccc(F)c3)c2F)c(-c2ccnc(Cl)n2)s1. RXN SMILES: [Cl:1][c:2]1[n:3][c:4](-[c:5]2[s:6][c:7]([CH:8]([CH3:9])[CH3:10])[n:11][c:12]2-[c:13]2[cH:14][c:15]([NH:16][S:17]([c:18]3[c:19]([F:20])[cH:21][cH:22][cH:23][c:24]3[F:25])(=[O:26])=[O:27])[cH:28][cH:29][cH:30]2)[cH:31][cH:32][n:33]1.[Cl:34][c:35]1[n:36][cH:37][cH:38][c:39](-[c:41]2[c:42](-[c:50]3[c:51]([F:58])[c:52]([NH2:57])[cH:53][cH:54][c:55]3[F:56])[n:43][c:44]([C:46]([CH3:47])([CH3:48])[CH3:49])[s:45]2)[n:40]1.[F:59][c:60]1[cH:61][c:62]([S:66](=[O:67])(=[O:68])[Cl:69])[cH:63][cH:64][cH:65]1>>[Cl:34][c:35]1[n:36][cH:37][cH:38][c:39](-[c:41]2[c:42](-[c:50]3[c:51]([F:58])[c:52]([NH:57][S:66]([c:62]4[cH:61][c:60]([F:59])[cH:65][cH:64][cH:63]4)(=[O:67])=[O:68])[cH:53][cH:54][c:55]3[F:56])[n:43][c:44]([C:46]([CH3:47])([CH3:48])[CH3:49])[s:45]2)[n:40]1. Starting materials: O (water), N1=CC=CC=C1 (Pyridine), CS(=O)(=O)OS(=O)(=O)C (methanesulphonic anhydride), NC1=C2N=C(C(=NC2=CC(=C1C)Cl)OC)OC (5-amino-7-chloro-2,3-dimethoxy-6-methylquinoxaline). Solvent: O1CCCC1 (tetrahydrofuran), C(C)(=O)OCC (ethyl acetate). Conditions: time 1 hour. The product is ClC1=C(C(=C2N=C(C(=NC2=C1)OC)OC)NS(=O)(=O)C)C (N-(7-chloro-2,3-dimethoxy-6-methylquinoxalin-5-yl)methanesulphonamide). Isolated yield 101.0%. As a reaction SMILES: N1C=CC=CC=1.[CH3:7][S:8]([O:11]S(C)(=O)=O)(=O)=[O:9].[NH2:16][C:17]1[C:26]([CH3:27])=[C:25]([Cl:28])[CH:24]=[C:23]2[C:18]=1[N:19]=[C:20]([O:31][CH3:32])[C:21]([O:29][CH3:30])=[N:22]2.O>O1CCCC1.C(OCC)(=O)C>[Cl:28][C:25]1[CH:24]=[C:23]2[C:18]([N:19]=[C:20]([O:31][CH3:32])[C:21]([O:29][CH3:30])=[N:22]2)=[C:17]([NH:16][S:8]([CH3:7])(=[O:11])=[O:9])[C:26]=1[CH3:27]. Procedure: Pyridine (80 μl, 78 mg, 0.985 mmol) and methanesulphonic anhydride (172 mg, 0.985 mmol) were added to a solution of 5-amino-7-chloro-2,3-dimethoxy-6-methylquinoxaline (50 mg, 0.197 mmol) in dry tetrahydrofuran (1.6 ml) at room temperature under nitrogen. After stirring for 17 hours water (0.3 ml) was added and stirring continued for 1 hour. The mixture was diluted with ethyl acetate (15 ml) and washed with 2M hydrochloric acid (5 ml), water(5 ml), saturated sodium bicarbonate solution (5 ml) and... Starting materials: COC(=O)c1ccc(-c2cc(C(=O)O)ccc2C)cc1, CCCN, ClC(Cl)Cl, O=C(Cl)C(=O)Cl. Yields the product CCCNC(=O)c1ccc(C)c(-c2ccc(C(=O)OC)cc2)c1. As a reaction SMILES: [CH3:1][O:2][C:3](=[O:4])[c:5]1[cH:6][cH:7][c:8](-[c:11]2[cH:12][c:13]([C:18](=[O:19])[OH:20])[cH:14][cH:15][c:16]2[CH3:17])[cH:9][cH:10]1.[CH3:27][CH2:28][CH2:29][NH2:30].[CH:31]([Cl:32])([Cl:33])[Cl:34].[Cl:21][C:22]([C:23]([Cl:24])=[O:25])=[O:26]>>[CH3:1][O:2][C:3](=[O:4])[c:5]1[cH:6][cH:7][c:8](-[c:11]2[cH:12][c:13]([C:18](=[O:20])[NH:30][CH2:29][CH2:28][CH3:27])[cH:14][cH:15][c:16]2[CH3:17])[cH:9][cH:10]1. Reactants: N#CC1=CC=CC(SC)=C1. The reagents and catalysts are FC(F)(F)C1OB(OC1)C=2C=CC=CC2C=3C=NC(=CC3)C4=NC=CC=C4, O1B(OC(C)(C)C1(C)C)B2OC(C)(C)C(O2)(C)C, C[OH2+].C[OH2+].C1CC=CCCC=C1.C1CC=CCCC=C1.[Ir].[Ir]. Run in C=1C=C(C=CC1C)C. Conditions: temperature 55 celsius, time 24 hour. The product is N#CC1=CC=C(B2OC(C)(C)C(O2)(C)C)C(SC)=C1. Yield: 75.0%. Procedure: Ligand 3f: A mixture of ortho- and meta-borylated products (103 mg, 75% yield, ortho/meta + para = >30); ortho-borylated product 4s was obtained by further purification by GPC (74 mg, 54% yield), white solid (mp. 68-70 oC) Reactants: C(C)N=C=NCCCN(C)C (1-ethyl-3-(3-dimethylaminopropyl)carbodiimide), ON1N=NC2=C1C=CC=C2 (1-Hydroxybenztriazole), CN1CCOCC1 (N-methylmorpholine), N#N.C(C)(=O)N[C@@H](CCCCNC(=O)OCC1=CC=CC=C1)C(=O)O (N2 acetyl-N6 -benzyloxycarbonyl-L-lysine), C(C)(C)(C)OC(C(CC1(CCCC1)C(N[C@@H]1CC[C@@H](CC1)C(=O)OCC)=O)CN)=O (3-{1-[(cis-4-ethoxycarbonylcyclohexyl)-carbamoyl]cyclopentyl}-2-(aminomethyl)propanoic acid t-butyl ester). The solvent is ClCCl (dichloromethane), ClCCl (dichloromethane). Conditions: temperature 0 celsius, time 20 minute. Yields the product C(C)(C)(C)OC(C(CC1(CCCC1)C(N[C@@H]1CC[C@@H](CC1)C(=O)OCC)=O)C(N)C([C@@H](NC(C)=O)CCCCNC(=O)OCC1=CC=CC=C1)=O)=O (2-(N2 -Acetyl-N6 -benzyloxycarbonyl-L-lysyl-aminomethyl)-3-{1-[(cis-4-ethoxycarbonyl-cyclohexyl)carbamoyl]cyclopentyl}propanoic acid t-butyl ester). Yield: 70920.4%. Reaction SMILES: ON1C2C=CC=CC=2N=N1.CN1CCOCC1.N#N.[C:20]([NH:23][C@H:24]([C:40]([OH:42])=O)[CH2:25][CH2:26][CH2:27][CH2:28][NH:29][C:30]([O:32][CH2:33][C:34]1[CH:39]=[CH:38][CH:37]=[CH:36][CH:35]=1)=[O:31])(=[O:22])[CH3:21].C(N=C=NCCCN(C)C)C.[C:54]([O:58][C:59](=[O:83])[CH:60]([CH2:81][NH2:82])[CH2:61][C:62]1([C:67](=[O:80])[NH:68][C@H:69]2[CH2:74][CH2:73][C@@H:72]([C:75]([O:77][CH2:78][CH3:79])=[O:76])[CH2:71][CH2:70]2)[CH2:66][CH2:65][CH2:64][CH2:63]1)([CH3:57])([CH3:56])[CH3:55]>ClCCl>[C:54]([O:58][C:59](=[O:83])[CH:60]([CH:81]([C:40](=[O:42])[C@H:24]([CH2:25][CH2:26][CH2:27][CH2:28][NH:29][C:30]([O:32][CH2:33][C:34]1[CH:35]=[CH:36][CH:37]=[CH:38][CH:39]=1)=[O:31])[NH:23][C:20](=[O:22])[CH3:21])[NH2:82])[CH2:61][C:62]1([C:67](=[O:80])[NH:68][C@H:69]2[CH2:70][CH2:71][C@@H:72]([C:75]([O:77][CH2:78][CH3:79])=[O:76])[CH2:73][CH2:74]2)[CH2:66][CH2:65][CH2:64][CH2:63]1)([CH3:56])([CH3:55])[CH3:57] |f:2.3|. Procedure details: 1-Hydroxybenztriazole (207 mg, 1.53 mmole) and N-methylmorpholine (235 mg, 2.36 mmole) were added to a stirred solution of N2 -acetyl-N6 -benzyloxycarbonyl-L-lysine (456 mg, 1.41 mmole) in dry dichloromethane at 0° C., followed by 1-ethyl-3-(3-dimethylaminopropyl)carbodiimide (361 mg). The solution was stirred at 0° C. for 20 minutes and 3-{1-[(cis-4-ethoxycarbonylcyclohexyl)-carbamoyl]cyclopentyl}-2-(aminomethyl)propanoic acid t-butyl ester (500 mg, 1.18 mmole) in dichloromethane (10 ml) was ad... Yields the product O1COC2=C1C=CC=C2C2CCN(CC2)CC[C@@H]2CC[C@H](CC2)NC(=O)C2=CC1=C(OCCO1)C=C2 (2,3-Dihydro-benzo[1,4]dioxine-6-carboxylic acid-trans-N-{4-[2-(4-benzo[1,3]dioxol-4-yl-piperidin-1-yl)-ethyl]-cyclohexyl}-amide). RXN SMILES: Cl.[O:2]1[C:6]2[CH:7]=[CH:8][CH:9]=[C:10]([CH:11]3[CH2:16][CH2:15][N:14]([CH2:17][CH2:18][C@H:19]4[CH2:24][CH2:23][C@H:22]([NH2:25])[CH2:21][CH2:20]4)[CH2:13][CH2:12]3)[C:5]=2[O:4][CH2:3]1.[O:26]1[C:31]2[CH:32]=[CH:33][C:34]([C:36](O)=[O:37])=[CH:35][C:30]=2[O:29][CH2:28][CH2:27]1>>[O:2]1[C:6]2[CH:7]=[CH:8][CH:9]=[C:10]([CH:11]3[CH2:16][CH2:15][N:14]([CH2:17][CH2:18][C@H:19]4[CH2:20][CH2:21][C@H:22]([NH:25][C:36]([C:34]5[CH:33]=[CH:32][C:31]6[O:26][CH2:27][CH2:28][O:29][C:30]=6[CH:35]=5)=[O:37])[CH2:23][CH2:24]4)[CH2:13][CH2:12]3)[C:5]=2[O:4][CH2:3]1 |f:0.1|. Reported procedure: The title compound, white solid (28 mg, 69.5%), MS (ISP) m/z=493.3 [(M+H)+], was prepared in accordance with the general method of example 1 from Trans-4-[2-(4-Benzo[1,3]dioxol-4-yl-piperidin-1-yl)-ethyl]-cyclohexylamine hydrochloride (intermediate A) (30 mg, 0.0818 mmol) and 2,3-dihydrobenzo[1,4]dioxine-6-carboxylic acid. The reactants are solid, Cl.O1COC2=C1C=CC=C2C2CCN(CC2)CC[C@@H]2CC[C@H](CC2)N (Trans-4-[2-(4-Benzo[1,3]dioxol-4-yl-piperidin-1-yl)-ethyl]-cyclohexylamine hydrochloride), Cl.O1COC2=C1C=CC=C2C2CCN(CC2)CC[C@@H]2CC[C@H](CC2)N (Trans-4-[2-(4-Benzo[1,3]dioxol-4-yl-piperidin-1-yl)-ethyl]-cyclohexylamine hydrochloride), O1CCOC2=C1C=CC(=C2)C(=O)O (2,3-dihydrobenzo[1,4]dioxine-6-carboxylic acid).